Task: describe an organic reaction: reactants, conditions, products, and yield. Dataset: the Open Reaction Database (ORD), a public repository of structured organic reaction records The reactants are N(=NC(=O)OC)C(=O)OC (Dimethyl azodicarboxylate), C=C1CCC(CC1)O (4-Methylenecyclohexanol), C1(=CC=CC=C1)P(C1=CC=CC=C1)C1=CC=CC=C1 (triphenylphosphine), O\N=C(/C(=O)OCC)\C=1N=C(SC1)NC(C1=CC=CC=C1)(C1=CC=CC=C1)C1=CC=CC=C1 (ethyl (Z)-2-hydroxyimino-2-(2-tritylaminothiazol-4-yl)acetate). Run in C1=CC=CC=C1 (benzene). Run at time 65 hour. Product: C=C1CCC(CC1)O\N=C(/C(=O)OCC)\C=1N=C(SC1)NC(C1=CC=CC=C1)(C1=CC=CC=C1)C1=CC=CC=C1 (Ethyl (Z)-2-(4-methylenecyclohexyloxyimino)-2-(2-tritylaminothiazol-4-yl)acetate). The yield is 10.5%. Reaction SMILES: [CH2:1]=[C:2]1[CH2:7][CH2:6][CH:5]([OH:8])[CH2:4][CH2:3]1.C1(P(C2C=CC=CC=2)C2C=CC=CC=2)C=CC=CC=1.O/[N:29]=[C:30](/[C:36]1[N:37]=[C:38]([NH:41][C:42]([C:55]2[CH:60]=[CH:59][CH:58]=[CH:57][CH:56]=2)([C:49]2[CH:54]=[CH:53][CH:52]=[CH:51][CH:50]=2)[C:43]2[CH:48]=[CH:47][CH:46]=[CH:45][CH:44]=2)[S:39][CH:40]=1)\[C:31]([O:33][CH2:34][CH3:35])=[O:32].N(C(OC)=O)=NC(OC)=O>C1C=CC=CC=1>[CH2:1]=[C:2]1[CH2:7][CH2:6][CH:5]([O:8]/[N:29]=[C:30](/[C:36]2[N:37]=[C:38]([NH:41][C:42]([C:55]3[CH:60]=[CH:59][CH:58]=[CH:57][CH:56]=3)([C:49]3[CH:50]=[CH:51][CH:52]=[CH:53][CH:54]=3)[C:43]3[CH:48]=[CH:47][CH:46]=[CH:45][CH:44]=3)[S:39][CH:40]=2)\[C:31]([O:33][CH2:34][CH3:35])=[O:32])[CH2:4][CH2:3]1. Reported procedure: 4-Methylenecyclohexanol (412 mg), triphenylphosphine (860 mg), and ethyl (Z)-2-hydroxyimino-2-(2-tritylaminothiazol-4-yl)acetate (1.37 g) were dissolved together in anhydrous benzene (9 ml). Dimethyl azodicarboxylate (0.40 ml) was added slowly with stirring and the resulting orange solution was stored at room temperature for 65 h with exclusion of moisture. Workup and chromatography as in example 4a, method 3 afforded the title compound (174 mg), δH (CDCl3) 1.33 (3H, t, J 7 Hz), 1.82, 2.08 and 2... Reactants: C(C1=CC=CC=C1)S (Benzyl mercaptan), solution, [OH-].[Na+] (NaOH), C(C)OCC (Diethyl ether), C1=CC=C(C=C1)OC(=S)Cl (Phenyl thionochloroformate). Run in O (water). Reaction conditions: time 15 minute. Yields the product O(C(=S)SCC1=CC=CC=C1)C1=CC=CC=C1 (O-Phenyl S-Benzyl Xanthate). Isolated yield 74.9%. As a reaction SMILES: [CH2:1]([SH:8])[C:2]1[CH:7]=[CH:6][CH:5]=[CH:4][CH:3]=1.[OH-].[Na+].[CH:11]1[CH:16]=[CH:15][C:14]([O:17][C:18](Cl)=[S:19])=[CH:13][CH:12]=1.C(OCC)C>O>[O:17]([C:14]1[CH:15]=[CH:16][CH:11]=[CH:12][CH:13]=1)[C:18]([S:8][CH2:1][C:2]1[CH:7]=[CH:6][CH:5]=[CH:4][CH:3]=1)=[S:19] |f:1.2|. Procedure: Benzyl mercaptan (1.24 g, 10 mmol) was added to an aqueous (20 mL) solution of NaOH (0.8 g, 20 mmol) at room temperature and stirred for 15 minutes. Phenyl thionochloroformate (2.07 g, 12 mmol) was next added dropwise to this solution at the same temperature and stirred for a further 2 hours. Diethyl ether (20 mL) and water (50 mL) was added and the organic layer separated. The aqueous layer was extracted with diethyl ether (3×20 mL). The combined organic fractions were dried with Na2SO4, filter... Product: CSC=1C(=C(C=CC1)N1N=NN(C1=O)C)COC1=C(C=C(C=C1)C1=NN(C(=C1C)Cl)C)C (1-{3-methylthio-2-[2-methyl-4-(5-chloro-1,4-dimethyl-1H-pyrazol-3-yl)-phenoxymethyl]-phenyl}-4-methyl-1,4-dihydrotetrazole-5-one). Starting materials: BrCC1=C(C=CC=C1SC)N1N=NN(C1=O)C (1-(2-bromomethyl-3-methylthiophenyl)-4-methyl-1,4-dihydrotetrazole-5-one), ClC1=C(C(=NN1C)C1=CC(=C(C=C1)O)C)C (4-(5-chloro-1,4-dimethyl-1H-pyrazol-3-yl)-2-methyl-phenol), C([O-])([O-])=O.[K+].[K+] (potassium carbonate). Procedure details: A mixture of 1-(2-bromomethyl-3-methylthiophenyl)-4-methyl-1,4-dihydrotetrazole-5-one (described in Preparation example 13) 1.5 g, 4-(5-chloro-1,4-dimethyl-1H-pyrazol-3-yl)-2-methyl-phenol 1 g, potassium carbonate 0.9 g and acetonitrile 20 ml was stirred with heating under reflux for five hours. The reaction mixture was concentrated and the resulting residue was subjected to a silica gel column chromatography to give 1-{3-methylthio-2-[2-methyl-4-(5-chloro-1,4-dimethyl-1H-pyrazol-3-yl)-phenoxyme... Solvent: C(C)#N (acetonitrile). As a reaction SMILES: Br[CH2:2][C:3]1[C:8]([S:9][CH3:10])=[CH:7][CH:6]=[CH:5][C:4]=1[N:11]1[C:15](=[O:16])[N:14]([CH3:17])[N:13]=[N:12]1.[Cl:18][C:19]1[N:23]([CH3:24])[N:22]=[C:21]([C:25]2[CH:30]=[CH:29][C:28]([OH:31])=[C:27]([CH3:32])[CH:26]=2)[C:20]=1[CH3:33].C(=O)([O-])[O-].[K+].[K+]>C(#N)C>[CH3:10][S:9][C:8]1[C:3]([CH2:2][O:31][C:28]2[CH:29]=[CH:30][C:25]([C:21]3[C:20]([CH3:33])=[C:19]([Cl:18])[N:23]([CH3:24])[N:22]=3)=[CH:26][C:27]=2[CH3:32])=[C:4]([N:11]2[C:15](=[O:16])[N:14]([CH3:17])[N:13]=[N:12]2)[CH:5]=[CH:6][CH:7]=1 |f:2.3.4|. Reactants: [OH-].[Na+] (sodium hydroxide), C(C1=CC=CC=C1)N1CCNCC1 (1-benzylpiperazine), ClCC(=O)N1C=2N(C(=CC1)C1=CC(=CC=C1)C(F)(F)F)C=NC2C#N (1-(chloroacetyl)-1,2-dihydro-4-[3-(trifluoromethyl)phenyl]imidazo[1,5-a]pyrimidine-8-carbonitrile), C([O-])([O-])=O.[Na+].[Na+] (sodium carbonate), [Si]([O-])([O-])([O-])[O-].[Mg+2].[Mg+2] (magnesium silicate). The solvent is C1(=CC=CC=C1)C (toluene), C(Cl)(Cl)Cl (chloroform). Yields the product C1(=CC=CC=C1)CN1CCN(CC1)CC(=O)N1C=2N(C(=CC1)C1=CC(=CC=C1)C(F)(F)F)C=NC2C#N (1,2-Dihydro-1-[[4-(phenylmethyl)-1-piperazinyl]acetyl]-4-[3-(trifluoromethyl)phenyl]imidazo[1,5-a]pyrimidine-8-carbonitrile). Yield: 84.9%. As a reaction SMILES: [CH2:1]([N:8]1[CH2:13][CH2:12][NH:11][CH2:10][CH2:9]1)[C:2]1[CH:7]=[CH:6][CH:5]=[CH:4][CH:3]=1.Cl[CH2:15][C:16]([N:18]1[CH2:23][CH:22]=[C:21]([C:24]2[CH:29]=[CH:28][CH:27]=[C:26]([C:30]([F:33])([F:32])[F:31])[CH:25]=2)[N:20]2[CH:34]=[N:35][C:36]([C:37]#[N:38])=[C:19]12)=[O:17].C(=O)([O-])[O-].[Na+].[Na+].[OH-].[Na+].[Si]([O-])([O-])([O-])[O-].[Mg+2].[Mg+2]>C1(C)C=CC=CC=1.C(Cl)(Cl)Cl>[C:2]1([CH2:1][N:8]2[CH2:13][CH2:12][N:11]([CH2:15][C:16]([N:18]3[CH2:23][CH:22]=[C:21]([C:24]4[CH:29]=[CH:28][CH:27]=[C:26]([C:30]([F:33])([F:31])[F:32])[CH:25]=4)[N:20]4[CH:34]=[N:35][C:36]([C:37]#[N:38])=[C:19]34)=[O:17])[CH2:10][CH2:9]2)[CH:3]=[CH:4][CH:5]=[CH:6][CH:7]=1 |f:2.3.4,5.6,7.8.9|. Reported procedure: A stirred mixture of 1.6 g of 1-benzylpiperazine, 2.9 g of 1-(chloroacetyl)-1,2-dihydro-4-[3-(trifluoromethyl)phenyl]imidazo[1,5-a]pyrimidine-8-carbonitrile and 1.1 g of sodium carbonate in 55 ml of toluene was heated at reflux for 18 hours. The reaction mixture was cooled, then shaken with 20 ml of 1N sodium hydroxide. The layers were separated and the aqueous phase was extracted once with chloroform. The toluene phase above, and the chloroform extract were combined and washed with saturated so... The reactants are SC=1NC2=CC=CC=C2C1 (2-mercaptoindole), Cl.ClCC1=NC=C(C(=C1)N1CCCCC1)C (2-chloromethyl-5-methyl-4-piperidinopyridine hydrochloride), [OH-].[Na+] (sodium hydroxide). The solvent is C(C)O (ethanol). Conditions: time 30 minute. The product is CC=1C(=CC(=NC1)CSC=1NC2=CC=CC=C2C1)N1CCCCC1 (2-[(5-methyl-4-piperidino-2-pyridyl)methylthio]indole). The yield is 82.8%. As a reaction SMILES: [SH:1][C:2]1[NH:3][C:4]2[C:9]([CH:10]=1)=[CH:8][CH:7]=[CH:6][CH:5]=2.Cl.Cl[CH2:13][C:14]1[CH:19]=[C:18]([N:20]2[CH2:25][CH2:24][CH2:23][CH2:22][CH2:21]2)[C:17]([CH3:26])=[CH:16][N:15]=1.[OH-].[Na+]>C(O)C>[CH3:26][C:17]1[C:18]([N:20]2[CH2:25][CH2:24][CH2:23][CH2:22][CH2:21]2)=[CH:19][C:14]([CH2:13][S:1][C:2]2[NH:3][C:4]3[C:9]([CH:10]=2)=[CH:8][CH:7]=[CH:6][CH:5]=3)=[N:15][CH:16]=1 |f:1.2,3.4|. Procedure details: To a solution of 2-mercaptoindole (1.34 g, 8.98 mmol) and 2-chloromethyl-5-methyl-4-piperidinopyridine hydrochloride (2.35 g, 9.00 mmol) in ethanol (90 ml) was added a 2N aqueous sodium hydroxide solution (9.0 ml) under ice-cooling, and the mixture was stirred at room temperature for 30 minutes. After the removal of the organic solvent by evaporation under a reduced pressure, a saturated sodium chloride solution was added to the residue and the mixture was extracted with chloroform. The chlorofo...